Dataset: the Open Reaction Database (ORD), a public repository of structured organic reaction records. Task: describe an organic reaction: reactants, conditions, products, and yield Reactants: FC1=CC=C(C(=O)CCC(=O)O)C=C1 (3-(4-fluorobenzoyl)propanoic acid). Reagents/catalysts: [Pd] (Palladium on carbon). Solvent: C(C)(=O)O (acetic acid). Reaction conditions: time 6 hour. Product: FC1=CC=C(C=C1)CCCC(=O)O (4-(4-fluorophenyl)butyric acid). Yield: 97.0%. RXN SMILES: [F:1][C:2]1[CH:14]=[CH:13][C:5]([C:6]([CH2:8][CH2:9][C:10]([OH:12])=[O:11])=O)=[CH:4][CH:3]=1>[Pd].C(O)(=O)C>[F:1][C:2]1[CH:3]=[CH:4][C:5]([CH2:6][CH2:8][CH2:9][C:10]([OH:12])=[O:11])=[CH:13][CH:14]=1. Reported procedure: A mixture of 3-(4-fluorobenzoyl)propanoic acid (42.3 g, 0.22 mol) and 10% Palladium on carbon (3 g) in acetic acid (250 mL) was hydrogenated at 50 psi and 25° C. for 6 h. The mixture was filtered and concentrated in vacuo. The residue was distilled at 0.02 mm Hg and the product crystallized to give 4-(4-fluorophenyl)butyric acid as a white solid (97%). m.p., 44°-46.2° C. (lit. J. Am. Chem. Soc. 89, 386, 1967; m.p., 45.5°-46.5° C.). The solvent is O1CCOCC1 (dioxane). Yields the product C(C)(C)(C)C1=CC=C(C=C1)N1C(N(C(C1=O)(C)C)CC1=CC(=NC=C1)NC(=O)N1CCN(CC1)C)=O (N-(4-{[3-(4-tert-butylphenyl)-5,5-dimethyl-2,4-dioxoimidazolidin-1-yl]methyl}pyridin-2-yl)-4-methylpiperazine-1-carboxamide). Procedure details: A solution of 100 mg of 3-(4-tert-butylphenyl)-5,5-dimethyl-1-[(2-thioxo-2H-[1,2,4]oxadiazolo[2,3-a]pyridin-7-yl)methyl]imidazolidine-2,4-dione obtained in stage b) of Example 9 in 2 mL of dioxane and 31 μl of N-methylpiperazine is heated by microwave at 130° C. for 15 minutes. The reaction mixture is concentrated under reduced pressure and the residue is purified by HPLC (gradient: water/acetonitrile containing 0.1% formic acid) to give 94 mg of N-(4-{[3-(4-tert-butylphenyl)-5,5-dimethyl-2,4-di... Starting materials: C(C)(C)(C)C1=CC=C(C=C1)N1C(N(C(C1=O)(C)C)CC1=CC=2N(C=C1)OC(N2)=S)=O (3-(4-tert-butylphenyl)-5,5-dimethyl-1-[(2-thioxo-2H-[1,2,4]oxadiazolo[2,3-a]pyridin-7-yl)methyl]imidazolidine-2,4-dione), CN1CCNCC1 (N-methylpiperazine). Reaction SMILES: [C:1]([C:5]1[CH:10]=[CH:9][C:8]([N:11]2[C:15](=[O:16])[C:14]([CH3:18])([CH3:17])[N:13]([CH2:19][C:20]3[CH:25]=[CH:24][N:23]4[O:26][C:27](=S)[N:28]=[C:22]4[CH:21]=3)[C:12]2=[O:30])=[CH:7][CH:6]=1)([CH3:4])([CH3:3])[CH3:2].[CH3:31][N:32]1[CH2:37][CH2:36][NH:35][CH2:34][CH2:33]1>O1CCOCC1>[C:1]([C:5]1[CH:10]=[CH:9][C:8]([N:11]2[C:15](=[O:16])[C:14]([CH3:18])([CH3:17])[N:13]([CH2:19][C:20]3[CH:25]=[CH:24][N:23]=[C:22]([NH:28][C:27]([N:35]4[CH2:36][CH2:37][N:32]([CH3:31])[CH2:33][CH2:34]4)=[O:26])[CH:21]=3)[C:12]2=[O:30])=[CH:7][CH:6]=1)([CH3:4])([CH3:3])[CH3:2]. Starting materials: O=C1c2ccc(OCC3CCCO3)cc2CCN1C1CCc2cc(Br)ccc2C1, CCCCP(C12CC3CC(CC(C3)C1)C2)C12CC3CC(CC(C3)C1)C2, CN(C)CCN(C)C, Cc1ccccc1, CCOC(C)=O, CC(=O)[O-], CC(=O)[O-], [Pd+2]. The product is O=Cc1ccc2c(c1)CCC(N1CCc3cc(OCC4CCCO4)ccc3C1=O)C2. Reaction SMILES: [Br:1][c:2]1[cH:3][c:4]2[c:9]([cH:10][cH:11]1)[CH2:8][CH:7]([N:12]1[C:13](=[O:29])[c:14]3[cH:15][cH:16][c:17]([O:22][CH2:23][CH:24]4[O:25][CH2:26][CH2:27][CH2:28]4)[cH:18][c:19]3[CH2:20][CH2:21]1)[CH2:6][CH2:5]2.[CH2:30]([P:31]([C:32]12[CH2:33][CH:34]3[CH2:35][CH:36]([CH2:37][CH:38]([CH2:39]3)[CH2:40]1)[CH2:41]2)[C:42]12[CH2:43][CH:44]3[CH2:45][CH:46]([CH2:47][CH:48]([CH2:49]3)[CH2:50]1)[CH2:51]2)[CH2:52][CH2:53][CH3:54].[CH3:55][N:56]([CH3:57])[CH2:58][CH2:59][N:60]([CH3:61])[CH3:62].[CH3:63][c:64]1[cH:65][cH:66][cH:67][cH:68][cH:69]1.[CH3:70][CH2:71][O:72][C:73](=[O:74])[CH3:75].[O-:77][C:78]([CH3:79])=[O:80].[O-:81][C:82]([CH3:83])=[O:84].[Pd+2:76]>>[c:2]1([CH:71]=[O:72])[cH:3][c:4]2[c:9]([cH:10][cH:11]1)[CH2:8][CH:7]([N:12]1[C:13](=[O:29])[c:14]3[cH:15][cH:16][c:17]([O:22][CH2:23][CH:24]4[O:25][CH2:26][CH2:27][CH2:28]4)[cH:18][c:19]3[CH2:20][CH2:21]1)[CH2:6][CH2:5]2. Starting materials: Cc1ccccc1, CC(C)(C)OC(=O)C(C(=O)c1ccc(S(C)(=O)=O)cc1F)C(=O)C1CC1. Product: CS(=O)(=O)c1ccc(C(=O)CC(=O)C2CC2)c(F)c1. As a reaction SMILES: [CH3:27][c:28]1[cH:29][cH:30][cH:31][cH:32][cH:33]1.[CH:1]1([C:4]([CH:5]([C:6]([O:7][C:8]([CH3:9])([CH3:10])[CH3:11])=[O:12])[C:13]([c:14]2[c:15]([F:24])[cH:16][c:17]([S:20](=[O:21])(=[O:22])[CH3:23])[cH:18][cH:19]2)=[O:25])=[O:26])[CH2:2][CH2:3]1>>[CH:1]1([C:4]([CH2:5][C:13]([c:14]2[c:15]([F:24])[cH:16][c:17]([S:20](=[O:21])(=[O:22])[CH3:23])[cH:18][cH:19]2)=[O:25])=[O:26])[CH2:2][CH2:3]1.